This data is from the Open Reaction Database (ORD), a public repository of structured organic reaction records. The task is: describe an organic reaction: reactants, conditions, products, and yield The reactants are BrC1CCC2=C1C=C1C(N(C(=NC1=C2)C)COC(C(C)(C)C)=O)=O (6-bromo-2-methyl-3-pivaloyloxymethyl-3,4,7,8-tetrahydro-6H-cyclopenta[g]quinazolin-4-one), CC(CO)(C)[NH3+].NC1=CC(=C(C(=O)[O-])C=C1)F (p-amino-o-fluorobenzoic acid 1,1-dimethyl-2-hydroxyethylammonium salt), C([O-])([O-])=O.[Ca+2] (calcium carbonate), CS(=O)C (DMSO). The solvent is O (water). Run at time 72 hour. Yields the product FC1=C(C(=O)O)C=CC(=C1)NC1CCC2=C1C=C1C(N(C(=NC1=C2)C)COC(C(C)(C)C)=O)=O (o-Fluoro-p-[N-((6RS)-2-methyl-4-oxo-3-pivaloyloxymethyl-3,4,7,8-tetrahydro-6H-cyclopenta[g]quinazolin-6-yl)amino]benzoic acid). As a reaction SMILES: Br[CH:2]1[C:6]2[CH:7]=[C:8]3[C:13](=[CH:14][C:5]=2[CH2:4][CH2:3]1)[N:12]=[C:11]([CH3:15])[N:10]([CH2:16][O:17][C:18](=[O:23])[C:19]([CH3:22])([CH3:21])[CH3:20])[C:9]3=[O:24].CC([NH3+])(C)CO.[NH2:31][C:32]1[CH:40]=[CH:39][C:35]([C:36]([O-:38])=[O:37])=[C:34]([F:41])[CH:33]=1.C(=O)([O-])[O-].[Ca+2].CS(C)=O>O>[F:41][C:34]1[CH:33]=[C:32]([NH:31][CH:2]2[C:6]3[CH:7]=[C:8]4[C:13](=[CH:14][C:5]=3[CH2:4][CH2:3]2)[N:12]=[C:11]([CH3:15])[N:10]([CH2:16][O:17][C:18](=[O:23])[C:19]([CH3:22])([CH3:21])[CH3:20])[C:9]4=[O:24])[CH:40]=[CH:39][C:35]=1[C:36]([OH:38])=[O:37] |f:1.2,3.4|. Reported procedure: A mixture of 6-bromo-2-methyl-3-pivaloyloxymethyl-3,4,7,8-tetrahydro-6H-cyclopenta[g]quinazolin-4-one (26 g), p-amino-o-fluorobenzoic acid 1,1-dimethyl-2-hydroxyethylammonium salt (42 g), calcium carbonate (21.4 g) and DMSO (200 ml) was stirred at ambient temperature for 72 hours. The mixture was poured onto a mixture of ice and water (1 liter). The precipitate was isolated, washed with water and dried under vacuum. The product was purified by column chromatography using initially a 9:1 mixture ...